From a dataset of the Open Reaction Database (ORD), a public repository of structured organic reaction records. describe an organic reaction: reactants, conditions, products, and yield Reaction SMILES: [NH2:1][C:2]1[CH:3]=[C:4]([CH:14]=[CH:15][CH:16]=1)[C:5]([CH:7]1[CH2:12][CH2:11][N:10]([CH3:13])[CH2:9][CH2:8]1)=[O:6].[CH:17]([N:20]=[C:21]=[O:22])([CH3:19])[CH3:18]>O1CCCC1>[CH:17]([NH:20][C:21](=[O:22])[NH:1][C:2]1[CH:3]=[C:4]([CH:14]=[CH:15][CH:16]=1)[C:5]([CH:7]1[CH2:8][CH2:9][N:10]([CH3:13])[CH2:11][CH2:12]1)=[O:6])([CH3:19])[CH3:18]. Reported procedure: 4-[3-aminobenzoyl]-1-methylpiperidine (25 mg, 0.115 mmol) and poly(4-vinyl pyridine) (50 mg, 0.400 mmol, 2% cross-linked) in tetrahydrofuran (2 mL) were allowed to stand 10 min. Isopropyl isocyanate (34 μL, 0.344 mmol) was added and the reaction mixture was mixed for 96 h at ambient temperature. The reaction mixture was filtered and the filter cake was rinsed with methanol. Glacial acetic acid (0.5 mL) was added to the filtrate solution and the solution was mixed. This mixture was poured over a ... Run in O1CCCC1 (tetrahydrofuran). Reactants: NC=1C=C(C(=O)C2CCN(CC2)C)C=CC1 (4-[3-aminobenzoyl]-1-methylpiperidine), poly(4-vinyl pyridine), C(C)(C)N=C=O (Isopropyl isocyanate). Reaction conditions: time 10 minute. Isolated yield 62.5%. The product is C(C)(C)NC(NC=1C=C(C(=O)C2CCN(CC2)C)C=CC1)=O (4-[3-(isopropylureido)benzoyl]-1-methylpiperidine).